Dataset: the Open Reaction Database (ORD), a public repository of structured organic reaction records. Task: describe an organic reaction: reactants, conditions, products, and yield The reactants are [Al+3], CC(C)(C)OC(=O)N1CCC(O)(C#N)CC1, C1CCOC1, [H-], [H-], [H-], [H-], [Li+]. The product is CC(C)(C)OC(=O)N1CCC(O)(CN)CC1. As a reaction SMILES: [Al+3:2].[C:7](#[N:8])[C:9]1([OH:22])[CH2:10][CH2:11][N:12]([C:15](=[O:16])[O:17][C:18]([CH3:19])([CH3:20])[CH3:21])[CH2:13][CH2:14]1.[CH2:23]1[O:24][CH2:25][CH2:26][CH2:27]1.[H-:1].[H-:4].[H-:5].[H-:6].[Li+:3]>>[CH2:7]([NH2:8])[C:9]1([OH:22])[CH2:10][CH2:11][N:12]([C:15](=[O:16])[O:17][C:18]([CH3:19])([CH3:20])[CH3:21])[CH2:13][CH2:14]1.